From a dataset of the Open Reaction Database (ORD), a public repository of structured organic reaction records. describe an organic reaction: reactants, conditions, products, and yield Reactants: BrCCCl (1-Bromo-2-chloroethane), FC=1C=C2C(C(NC2=CC1)=O)=O (5-Fluoro-1H-indol-2,3-dione), ice water, [H-].[Na+] (Sodium hydride). Solvent: CN(C=O)C (dimethylformamide). The product is ClCCN1C(C(C2=CC(=CC=C12)F)=O)=O (1-(2-Chloroethyl)-5-fluoro-1H-indole-2,3-dione). As a reaction SMILES: [F:1][C:2]1[CH:3]=[C:4]2[C:8](=[CH:9][CH:10]=1)[NH:7][C:6](=[O:11])[C:5]2=[O:12].[H-].[Na+].Br[CH2:16][CH2:17][Cl:18]>CN(C)C=O>[Cl:18][CH2:17][CH2:16][N:7]1[C:8]2[C:4](=[CH:3][C:2]([F:1])=[CH:10][CH:9]=2)[C:5](=[O:12])[C:6]1=[O:11] |f:1.2|. Procedure: 5-Fluoro-1H-indol-2,3-dione (8.92 g) was dissolved in dimethylformamide (60 ml). Sodium hydride (60% dispersion in mineral oil, 3.08 g) was added in portions with stirring and cooling (ice-water bath) and the mixture was stirred until gas evolution ceased. 1-Bromo-2-chloroethane (5.4 ml, 9.3 g) was added dropwise. The mixture was stirred at room temperature for 24 hours and then quenched into water and extracted into chloroform. The combined organic phases were washed with water, dried (MgSO4), ... The reactants are Cc1ccc(S(=O)(=O)OCC2Cc3cc(Cl)cc(-c4c(C)cccc4C)c3O2)cc1, CN, Cl. The product is CNCC1Cc2cc(Cl)cc(-c3c(C)cccc3C)c2O1. As a reaction SMILES: [CH3:2][c:3]1[cH:4][cH:5][c:6]([S:7]([O:8][CH2:13][CH:14]2[O:15][c:16]3[c:17]([cH:19][c:20]([Cl:31])[cH:21][c:22]3-[c:23]3[c:24]([CH3:30])[cH:25][cH:26][cH:27][c:28]3[CH3:29])[CH2:18]2)(=[O:9])=[O:10])[cH:11][cH:12]1.[CH3:32][NH2:33].[ClH:1]>>[CH2:13]([CH:14]1[O:15][c:16]2[c:17]([cH:19][c:20]([Cl:31])[cH:21][c:22]2-[c:23]2[c:24]([CH3:30])[cH:25][cH:26][cH:27][c:28]2[CH3:29])[CH2:18]1)[NH:33][CH3:32]. Reactants: S1C(=CC2=C1C=CC=C2)C=2OC(=C(N2)CCOC2=CC=C(C=C2)CCC(=O)OC)C (Methyl 3-[4-[2-(2-(benzothiophen-2-yl)-5-methyl-4-oxazolyl)ethoxy]phenyl]propionate), [OH-].[Na+] (sodium hydroxide). Solvent: CO (methanol), O1CCCC1 (tetrahydrofuran). Run at time 13 hour. Product: S1C(=CC2=C1C=CC=C2)C=2OC(=C(N2)CCOC2=CC=C(C=C2)CCC(=O)O)C (3-[4-[2-(2-(Benzothiophen-2-yl)-5-methyl-4-oxazolyl)ethoxy]phenyl]propionic acid). Yield: 97.9%. As a reaction SMILES: [S:1]1[C:5]2[CH:6]=[CH:7][CH:8]=[CH:9][C:4]=2[CH:3]=[C:2]1[C:10]1[O:11][C:12]([CH3:30])=[C:13]([CH2:15][CH2:16][O:17][C:18]2[CH:23]=[CH:22][C:21]([CH2:24][CH2:25][C:26]([O:28]C)=[O:27])=[CH:20][CH:19]=2)[N:14]=1.[OH-].[Na+]>CO.O1CCCC1>[S:1]1[C:5]2[CH:6]=[CH:7][CH:8]=[CH:9][C:4]=2[CH:3]=[C:2]1[C:10]1[O:11][C:12]([CH3:30])=[C:13]([CH2:15][CH2:16][O:17][C:18]2[CH:23]=[CH:22][C:21]([CH2:24][CH2:25][C:26]([OH:28])=[O:27])=[CH:20][CH:19]=2)[N:14]=1 |f:1.2|. Procedure details: Methyl 3-[4-[2-(2-(benzothiophen-2-yl)-5-methyl-4-oxazolyl)ethoxy]phenyl]propionate (1.90 g, 4.51 mmol) obtained in Example 13 was dissolved in methanol (20 ml) and tetrahydrofuran (30 ml), and 2.5N aqueous sodium hydroxide solution (2.2 ml, 5.5 mmol) was added at room temperature, which was followed by stirring for 13 hr. Then, the solvent was evaporated and water was added to the obtained residue. 1N Hydrochloric acid was added to acidify the solution and the precipitated white solid was colle... Reactants: OC1=C(C=C(C=C1C(C)(C)C)C(C)(C)C)N1N=C2C(=N1)C=CC=C2 (2-(2′-hydroxy-3′,5′-di-tert-butylphenyl) benzotriazol), 2,2-methylene bis(4-(1,1,3,3-tetramethylbutyl)-6-(2H-benzotriazol-2-yl) phenol), bis(2-methoxy-4-hydroxy-5-benzoylphenylmethane), 2-(2′-hydroxy-3′-(3″,4″,5″,6″-tetrahydrophthalimidomethyl)-5′-methylphenyl) benzotriazol, OC1=C(C(=O)C2=C(C=CC=C2)O)C=CC(=C1)OC (2,2′-dihydroxy-4-methoxybenzophenone), C(CCCCCCC)SC1=NC(=NC(=N1)SCCCCCCCC)NC1=CC(=C(C(=C1)C(C)(C)C)O)C(C)(C)C (2,4-bis-(n-octylthio)-6-(4-hydroxy-3,5-di-tert-butylanilino)-1,3,5-triazine), OC1=C(C(=O)C2=CC=CC=C2)C=C(C(=C1)OC)S(=O)(=O)O (2-hydroxy-4-methoxy-5-sulfobenzophenone), OC1=C(C(=O)C2=CC=CC=C2)C=CC(=C1)O (2,4-dihydroxybenzophenone), OC1=C(C=C(C=C1C(C)(C)C)C)N1N=C2C(=N1)C=CC=C2 (2-(2′-hydroxy-3′-tert-butyl-5′-methylphenyl) benzotriazol), OC1=C(C=C(C=C1C(C)(C)C)C(C)(C)C)N1N=C2C(=N1)C=CC(=C2)Cl (2-(2′-hydroxy-3′,5′-di-tert-butylphenyl)-5-chlorobenzotriazol), OC1=C(C=C(C=C1C(C)(C)C)C)N1N=C2C(=N1)C=CC(=C2)Cl (2-(2′-hydroxy-3′-tert-butyl-5′-methylphenyl)-5-chlorobenzotriazol). Yields the product OC1=C(C=C(C=C1)C)N1N=C2C(=N1)C=CC=C2 (2-(2′-hydroxy-5′-methylphenyl) benzotriazol). As a reaction SMILES: [OH:1][C:2]1[C:7](C(C)(C)C)=[CH:6][C:5]([C:12](C)(C)C)=[CH:4][C:3]=1[N:16]1[N:20]=[C:19]2[CH:21]=[CH:22][CH:23]=[CH:24][C:18]2=[N:17]1.OC1C(C(C)(C)C)=CC(C)=CC=1N1N=C2C=CC=CC2=N1.OC1C(C(C)(C)C)=CC(C(C)(C)C)=CC=1N1N=C2C=CC(Cl)=CC2=N1.OC1C(C(C)(C)C)=CC(C)=CC=1N1N=C2C=CC(Cl)=CC2=N1.OC1C=C(O)C=CC=1C(C1C=CC=CC=1)=O.OC1C=C(OC)C=CC=1C(C1C=CC=CC=1O)=O.OC1C=C(OC)C(S(O)(=O)=O)=CC=1C(C1C=CC=CC=1)=O.C(SC1N=C(SCCCCCCCC)N=C(NC2C=C(C(C)(C)C)C(O)=C(C(C)(C)C)C=2)N=1)CCCCCCC>>[OH:1][C:2]1[CH:7]=[CH:6][C:5]([CH3:12])=[CH:4][C:3]=1[N:16]1[N:20]=[C:19]2[CH:21]=[CH:22][CH:23]=[CH:24][C:18]2=[N:17]1. Reported procedure: 2-(2′-hydroxy-3′,5′-di-tert-butylphenyl) benzotriazol; 2-(2′-hydroxy-3′-tert-butyl-5′-methylphenyl) benzotriazol; 2-(2′-hydroxy-3′,5′-di-tert-butylphenyl)-5-chlorobenzotriazol; 2-(2′-hydroxy-3′-(3″,4″,5″,6″-tetrahydrophthalimidomethyl)-5′-methylphenyl) benzotriazol; 2,2-methylene bis(4-(1,1,3,3-tetramethylbutyl)-6-(2H-benzotriazol-2-yl) phenol); 2-(2′-hydroxy-3′-tert-butyl-5′-methylphenyl)-5-chlorobenzotriazol; 2,4-dihydroxybenzophenone; 2,2′-dihydroxy-4-methoxybenzophenone; 2-hydroxy-4-methoxy-... Starting materials: [Al+3], ClCCCl, [Cl-], [Cl-], [Cl-], O=S(=O)(NC1Cc2ccccc2C1)c1ccc(Cl)cc1, Cl, O=C1CCC(=O)O1. Yields the product O=C(O)CCC(=O)c1ccc2c(c1)CC(NS(=O)(=O)c1ccc(Cl)cc1)C2. Reaction SMILES: [Al+3:2].[CH2:33]([Cl:34])[CH2:35][Cl:36].[Cl-:1].[Cl-:3].[Cl-:4].[Cl:12][c:13]1[cH:14][cH:15][c:16]([S:19](=[O:20])(=[O:21])[NH:22][CH:23]2[CH2:24][c:25]3[cH:26][cH:27][cH:28][cH:29][c:30]3[CH2:31]2)[cH:17][cH:18]1.[ClH:32].[O:5]=[C:6]1[CH2:7][CH2:8][C:9](=[O:10])[O:11]1>>[O:5]=[C:6]([CH2:7][CH2:8][C:9](=[O:10])[c:28]1[cH:27][cH:26][c:25]2[c:30]([cH:29]1)[CH2:31][CH:23]([NH:22][S:19]([c:16]1[cH:15][cH:14][c:13]([Cl:12])[cH:18][cH:17]1)(=[O:20])=[O:21])[CH2:24]2)[OH:11]. Starting materials: CS(C)=O, CCOC(C)=O, Oc1ccc(-c2ccc(Cl)nn2)cc1, O=C(O)C(F)(F)F, Nc1ccccc1. Yields the product Oc1ccc(-c2ccc(Nc3ccccc3)nn2)cc1. As a reaction SMILES: [CH3:29][S:30]([CH3:31])=[O:32].[CH3:33][CH2:34][O:35][C:36]([CH3:37])=[O:38].[Cl:1][c:2]1[cH:3][cH:4][c:5](-[c:8]2[cH:9][cH:10][c:11]([OH:14])[cH:12][cH:13]2)[n:6][n:7]1.[F:22][C:23]([F:24])([F:25])[C:26]([OH:27])=[O:28].[NH2:15][c:16]1[cH:17][cH:18][cH:19][cH:20][cH:21]1>>[c:2]1([NH:15][c:16]2[cH:17][cH:18][cH:19][cH:20][cH:21]2)[cH:3][cH:4][c:5](-[c:8]2[cH:9][cH:10][c:11]([OH:14])[cH:12][cH:13]2)[n:6][n:7]1.